This data is from the Open Reaction Database (ORD), a public repository of structured organic reaction records. The task is: describe an organic reaction: reactants, conditions, products, and yield Reactants: C1(=CC=CC=C1)C(N1C=NC(=C1)C(=O)OC)(C1=CC=CC=C1)C1=CC=CC=C1 (methyl (1-triphenylmethyl-1H-imidazol-4-yl)carboxylate), mixture, C(C)(=O)OCC (ethyl acetate), [H-].[Na+] (sodium hydride). The solvent is C1(=CC=CC=C1)C (toluene). Product: O=C(CC(=O)OCC)C=1N=CN(C1)C(C1=CC=CC=C1)(C1=CC=CC=C1)C1=CC=CC=C1 (Ethyl 3-oxo-3-(1-triphenylmethyl-1H-imidazol-4-yl)propionate). RXN SMILES: [C:1]1([C:7]([C:23]2[CH:28]=[CH:27][CH:26]=[CH:25][CH:24]=2)([C:17]2[CH:22]=[CH:21][CH:20]=[CH:19][CH:18]=2)[N:8]2[CH:12]=[C:11]([C:13](OC)=[O:14])[N:10]=[CH:9]2)[CH:6]=[CH:5][CH:4]=[CH:3][CH:2]=1.[H-].[Na+].[C:31]([O:34][CH2:35][CH3:36])(=[O:33])[CH3:32]>C1(C)C=CC=CC=1>[O:14]=[C:13]([C:11]1[N:10]=[CH:9][N:8]([C:7]([C:1]2[CH:6]=[CH:5][CH:4]=[CH:3][CH:2]=2)([C:17]2[CH:18]=[CH:19][CH:20]=[CH:21][CH:22]=2)[C:23]2[CH:28]=[CH:27][CH:26]=[CH:25][CH:24]=2)[CH:12]=1)[CH2:32][C:31]([O:34][CH2:35][CH3:36])=[O:33] |f:1.2|. Reported procedure: 202.65 g (0.55 mol) methyl (1-triphenylmethyl-1H-imidazol-4-yl)carboxylate are dissolved in 0.8 l dry toluene at 85° C. 44 g (1.1 mol) sodium hydride (60% dispersion in mineral oil) are added. To the stirred mixture 96.92 g (1.1 mol) ethyl acetate are dropped over 2 hours. The mixture is allowed to react 16 hours at 70° C. Subsequently the toluene is removed under reduced pressure. The resulting mixture is introduced into the following step without purification. For analytical purposes a small a... The product is BrC1=CC2=C(N(C(OC2)=O)C)N=C1 (6-Bromo-1-methyl-1,4-dihydro-pyrido[2,3-d][1,3]oxazin-2-one). Starting materials: BrC1=CC2=C(NC(OC2)=O)N=C1 (6-bromo-1,4-dihydro-pyrido[2,3-d][1,3]oxazin-2-one), [H-].[Na+] (sodium hydride), oil, IC (iodomethane). Solvent: CN(C)C=O (DMF), CCOC(=O)C (EtOAc). Procedure details: To a solution of 6-bromo-1,4-dihydro-pyrido[2,3-d][1,3]oxazin-2-one (Stage 170.1.3, 0.707 mmol) in DMF (1.4 ml) was added 55% sodium hydride in oil (0.778 mmol). The RM was stirred for 5 min at rt then was added iodomethane (0.778 mmol) and the RM was stirred for 30 min at rt. The RM was diluted with EtOAc, washed with saturated NaHCO3, with brine (3×), dried over Na2SO4, filtered and evaporated. The residue was absorbed on silica gel and separated by flash chromatography (heptane/EtOAc 0% to 70... RXN SMILES: [Br:1][C:2]1[CH:12]=[N:11][C:5]2[NH:6][C:7](=[O:10])[O:8][CH2:9][C:4]=2[CH:3]=1.[H-].[Na+].I[CH3:16]>CN(C=O)C.CCOC(C)=O>[Br:1][C:2]1[CH:12]=[N:11][C:5]2[N:6]([CH3:16])[C:7](=[O:10])[O:8][CH2:9][C:4]=2[CH:3]=1 |f:1.2|. Conditions: time 5 minute. Starting materials: CCO, COc1cc([N+](=O)[O-])ccc1OCC(O)C1CC1. Yields the product COc1cc(N)ccc1OCC(O)C1CC1. RXN SMILES: [CH3:19][CH2:20][OH:21].[CH:1]1([CH:4]([CH2:5][O:6][c:7]2[c:8]([O:16][CH3:17])[cH:9][c:10]([N+:13]([O-:14])=[O:15])[cH:11][cH:12]2)[OH:18])[CH2:2][CH2:3]1>>[CH:1]1([CH:4]([CH2:5][O:6][c:7]2[c:8]([O:16][CH3:17])[cH:9][c:10]([NH2:13])[cH:11][cH:12]2)[OH:18])[CH2:2][CH2:3]1. Starting materials: Cl (HCl), FC(C1=C(OC2CCN(CC2)C2=NN=C(S2)C#N)C=CC=C1)(F)F (5-{4-[2-(trifluoromethyl)phenoxy]piperidin-1-yl}-1,3,4-thiadiazole-2-carbonitrile), [N-]=[N+]=[N-].[Na+] (NaN3), Cl.[NH+]1=CC=CC=C1 (pyridinium hydrochloride). Solvent: CN1CCCC1=O (NMP). Run at temperature 130 celsius, time 4 hour. The product is N=1NN=NC1C1=NN=C(S1)N1CCC(CC1)OC1=C(C=CC=C1)C(F)(F)F (1-[5-(2H-Tetrazol-5-yl)-1,3,4-thiadiazol-2-yl]-4-[2-(trifluoromethyl)phenoxy]piperidine). Reaction SMILES: [F:1][C:2]([F:24])([F:23])[C:3]1[CH:22]=[CH:21][CH:20]=[CH:19][C:4]=1[O:5][CH:6]1[CH2:11][CH2:10][N:9]([C:12]2[S:16][C:15]([C:17]#[N:18])=[N:14][N:13]=2)[CH2:8][CH2:7]1.[N-:25]=[N+:26]=[N-:27].[Na+].Cl.[NH+]1C=CC=CC=1.Cl>CN1C(=O)CCC1>[N:18]1[NH:25][N:26]=[N:27][C:17]=1[C:15]1[S:16][C:12]([N:9]2[CH2:10][CH2:11][CH:6]([O:5][C:4]3[CH:19]=[CH:20][CH:21]=[CH:22][C:3]=3[C:2]([F:1])([F:23])[F:24])[CH2:7][CH2:8]2)=[N:13][N:14]=1 |f:1.2,3.4|. Reported procedure: A suspension of 5-{4-[2-(trifluoromethyl)phenoxy]piperidin-1-yl}-1,3,4-thiadiazole-2-carbonitrile (4.99 g, 14.1 mmol), NaN3 (4.65 g, 71.5 mmol) and pyridinium hydrochloride (3.43 g, 29.7 mmol) in NMP (50 mL) was heated at 130° C. for 18 h. The reaction mixture was cooled to room temperature and poured into aqueous 0.5 N HCl, extracted with EtOAc, washed three times with aqueous 0.5 N HCl, and with aqueous brine solution. The organic layer was dried (Na2SO4) and filtered. Evaporation of the solve... The reactants are ClC=1C=CC(=C(CC2CNC(CN(C2=O)C(=O)NC(C(=O)NCC(=O)OC(C)(C)C)CC)=O)C1)OC (tert-butyl {[2-({[6-(5-chloro-2-methoxybenzyl)-3,7-dioxo-1,4-diazepan-1-yl]carbonyl}amino)butanoyl]amino}acetate), Cl.C(C)(C)(C)OC(CN)=O (glycine tert-butyl ester hydrochloride), NC=1C=C(C(=O)OC(C)(C)C)C=CC1 (tert-butyl 3-aminobenzoate). The product is ClC=1C=CC(=C(CC2CNC(CN(C2=O)C(=O)N[C@@H](C(=O)NC=2C=C(C(=O)O)C=CC2)CC)=O)C1)OC (3-{[(2R)-2-({[6-(5-chloro-2-methoxybenzyl)-3,7-dioxo-1,4-diazepan-1-yl]carbonyl}amino)butanoyl]amino}benzoic Acid). RXN SMILES: [Cl:1][C:2]1[CH:3]=[CH:4][C:5]([O:35][CH3:36])=[C:6]([CH:34]=1)[CH2:7][CH:8]1[C:14](=[O:15])[N:13]([C:16]([NH:18][CH:19]([CH2:31][CH3:32])[C:20]([NH:22]CC(OC(C)(C)C)=O)=[O:21])=[O:17])[CH2:12][C:11](=[O:33])[NH:10][CH2:9]1.Cl.C(OC(=O)CN)(C)(C)C.N[C:48]1[CH:49]=[C:50]([CH:58]=[CH:59][CH:60]=1)[C:51]([O:53]C(C)(C)C)=[O:52]>>[Cl:1][C:2]1[CH:3]=[CH:4][C:5]([O:35][CH3:36])=[C:6]([CH:34]=1)[CH2:7][CH:8]1[C:14](=[O:15])[N:13]([C:16]([NH:18][C@H:19]([CH2:31][CH3:32])[C:20]([NH:22][C:48]2[CH:49]=[C:50]([CH:58]=[CH:59][CH:60]=2)[C:51]([OH:53])=[O:52])=[O:21])=[O:17])[CH2:12][C:11](=[O:33])[NH:10][CH2:9]1 |f:1.2|. Reported procedure: Instead of the starting material compound of Example 220, that is, the glycine tert-butyl ester hydrochloride, tert-butyl 3-aminobenzoate was used for the similar procedure as in Example 220 and Example 245 to obtain the title compound.